The task is: describe an organic reaction: reactants, conditions, products, and yield. This data is from the Open Reaction Database (ORD), a public repository of structured organic reaction records. Reactants: IC1=CC=C(C(=O)Cl)C=C1 (4-iodobenzoyl chloride), C1=CC=C(C=C1)NC2=CC=CC=C2N (o-aminodiphenylamine), N (ammonia). The solvent is C(C)O (ethanol). Reaction conditions: temperature 75 celsius, time 3 hour. Yields the product C1(=CC=CC=C1)N1C(=NC2=C1C=CC=C2)C2=CC=C(C=C2)I (N-Phenyl-2-(4-iodophenyl)benzimidazole). Reaction SMILES: [I:1][C:2]1[CH:10]=[CH:9][C:5]([C:6](Cl)=O)=[CH:4][CH:3]=1.[CH:11]1[CH:16]=[CH:15][C:14]([NH:17][C:18]2[C:23]([NH2:24])=[CH:22][CH:21]=[CH:20][CH:19]=2)=[CH:13][CH:12]=1.N>C(O)C>[C:14]1([N:17]2[C:18]3[CH:19]=[CH:20][CH:21]=[CH:22][C:23]=3[N:24]=[C:6]2[C:5]2[CH:9]=[CH:10][C:2]([I:1])=[CH:3][CH:4]=2)[CH:13]=[CH:12][CH:11]=[CH:16][CH:15]=1. Procedure details: 37.47 g (136 mmol) of 97% 4-iodobenzoyl chloride and 12.82 g (68.2 mmol) of 98% o-aminodiphenylamine were heated to 100° C., in the course of which a stirrable melt formed from 85-90° C. Once the gas evolution had ended (5 min), the melt solidified. The reaction mixture was kept at 100° C. for another 3 hours. After cooling, it was admixed with 100 ml of ethanol with stirring. The precipitate was filtered off with suction, washed with ethanol and stirred up again in 400 ml of ethanol. The suspen...